The task is: describe an organic reaction: reactants, conditions, products, and yield. This data is from the Open Reaction Database (ORD), a public repository of structured organic reaction records. The reactants are [H-].[Na+] (sodium hydride), FC(C1=C(C=CC=C1)C1C(=C(NC(=C1C(=O)OCC)C)C)C(=O)OCC)(F)F (diethyl 1,4-dihydro-4-(2-trifluoromethylphenyl)-2,6-dimethyl-3,5-pyridine dicarboxylate), C1(=CC=CC=C1)C (toluene), ClCCN(CCOC)CCOC (2-chloro-N,N-bis(methoxyethyl)ethylamine). The solvent is CN(C)C=O (DMF). Reaction conditions: temperature 50 celsius. Yields the product FC(C1=C(C=CC=C1)C1C(=C(N(C(=C1C(=O)OCC)C)CCN(CCOC)CCOC)C)C(=O)OCC)(F)F (Diethyl 1,4-dihydro-4-(2-trifluoromethylphenyl)-2,6-dimethyl-1-(2-[N,N-bis-(methoxyethyl)]aminoethyl)-3,5-pyridine dicarboxylate). RXN SMILES: [H-].[Na+].[F:3][C:4]([F:30])([F:29])[C:5]1[CH:10]=[CH:9][CH:8]=[CH:7][C:6]=1[CH:11]1[C:16]([C:17]([O:19][CH2:20][CH3:21])=[O:18])=[C:15]([CH3:22])[NH:14][C:13]([CH3:23])=[C:12]1[C:24]([O:26][CH2:27][CH3:28])=[O:25].C1(C)C=CC=CC=1.Cl[CH2:39][CH2:40][N:41]([CH2:46][CH2:47][O:48][CH3:49])[CH2:42][CH2:43][O:44][CH3:45]>CN(C=O)C>[F:30][C:4]([F:29])([F:3])[C:5]1[CH:10]=[CH:9][CH:8]=[CH:7][C:6]=1[CH:11]1[C:12]([C:24]([O:26][CH2:27][CH3:28])=[O:25])=[C:13]([CH3:23])[N:14]([CH2:39][CH2:40][N:41]([CH2:46][CH2:47][O:48][CH3:49])[CH2:42][CH2:43][O:44][CH3:45])[C:15]([CH3:22])=[C:16]1[C:17]([O:19][CH2:20][CH3:21])=[O:18] |f:0.1|. Procedure details: To a suspension of sodium hydride (5.2 gms.; 0.11 mole) (50% suspension mineral oil) in 100 ml of dry distilled DMF is added a solution of diethyl 1,4-dihydro-4-(2-trifluoromethylphenyl)-2,6-dimethyl-3,5-pyridine dicarboxylate (39.7 gms.; 0.1 mole) in 150 ml of DMF. After the gassing has ceased, the reaction mixture is heated on a water bath for 1 hour and then is cooled to 50° C. and to the hot solution is added a toluene solution of 2-chloro-N,N-bis(methoxyethyl)ethylamine. The reaction mixtur...